Dataset: the Open Reaction Database (ORD), a public repository of structured organic reaction records. Task: describe an organic reaction: reactants, conditions, products, and yield The reactants are O=C1NC2=C(SC3=C1C=CC=C3)C=C(C=C2)C(=O)O (10,11-dihydro-11-oxodibenzo[b,f][1,4]thiazepin-7-carboxylic acid), O=C1NC2=C(SC3=C1C=CC(=C3)C(=O)O)C=CC=C2 (10,11-dihydro-11-oxodibenzo[b,f][1,4]thiazepin-3-carboxylic acid). The product is O=C1NC2=C(SC3=C1C=CC=C3)C=C(C=C2)C(=O)N (10,11-dihydro-11-oxodibenzo[b,f][1,4]thiazepin-7-carboxamide). As a reaction SMILES: [O:1]=[C:2]1[C:8]2[CH:9]=[CH:10][CH:11]=[CH:12][C:7]=2[S:6][C:5]2[CH:13]=[C:14]([C:17]([OH:19])=O)[CH:15]=[CH:16][C:4]=2[NH:3]1.O=C1C2C=CC(C(O)=O)=CC=2SC2C=CC=CC=2[NH:22]1>>[O:1]=[C:2]1[C:8]2[CH:9]=[CH:10][CH:11]=[CH:12][C:7]=2[S:6][C:5]2[CH:13]=[C:14]([C:17]([NH2:22])=[O:19])[CH:15]=[CH:16][C:4]=2[NH:3]1. Procedure: In a similar manner, substituting 10,11-dihydro-11-oxodibenzo[b,f][1,4]thiazepin-7-carboxylic acid for the 10,11-dihydro-11-oxodibenzo[b,f][1,4]thiazepin-3-carboxylic acid in Step A, there is obtained 10,11-dihydro-11-oxodibenzo[b,f][1,4]thiazepin-7-carboxamide. Carboxamides of 10,11-dihydrodibenzo[b,f][1,4]thiazepin-3(or 7)-carboxylic acid or dibenzo[b,f][1,4]thiazepin-3(or 7)-carboxylic acid are prepared by the process of Example 33, by substituting the desired 3(or 7) carboxylic acid for the ... The reactants are CO, CSC1(C)C(=O)CC(=O)C2CC21. Product: CC1=CCCC(=O)CC1=O. Reaction SMILES: [CH3:13][OH:14].[CH3:1][C:2]1([S:11][CH3:12])[C:3](=[O:10])[CH2:4][C:5](=[O:9])[CH:6]2[CH2:7][CH:8]12>>[CH3:1][C:2]1=[CH:8][CH2:7][CH2:6][C:5](=[O:9])[CH2:4][C:3]1=[O:10]. The reactants are OC1=C2C(=CC=NC2=C(C=C1OC)[N+](=O)[O-])C (5-hydroxy-6-methoxy-4-methyl-8-nitroquinoline), BrCCCCCC=1SC=CC1 (1-bromo-5-(2-thienyl) pentane), CN(C)P(=O)(N(C)C)N(C)C (HMPA), C1C(C)O1 (propylene oxide). The solvent is CCN(CC)CC (Et3N). Product: COC=1C(=C2C(=CC=NC2=C(C1)[N+](=O)[O-])C)OCCCCCC=1SC=CC1 (6-methoxy-4-methyl-8-nitro-5-[5-(2-thienyl) pentoxy] quinoline). As a reaction SMILES: [OH:1][C:2]1[C:11]([O:12][CH3:13])=[CH:10][C:9]([N+:14]([O-:16])=[O:15])=[C:8]2[C:3]=1[C:4]([CH3:17])=[CH:5][CH:6]=[N:7]2.Br[CH2:19][CH2:20][CH2:21][CH2:22][CH2:23][C:24]1[S:25][CH:26]=[CH:27][CH:28]=1.CN(P(N(C)C)(N(C)C)=O)C.C1OC1C>CCN(CC)CC>[CH3:13][O:12][C:11]1[C:2]([O:1][CH2:19][CH2:20][CH2:21][CH2:22][CH2:23][C:24]2[S:25][CH:26]=[CH:27][CH:28]=2)=[C:3]2[C:8](=[C:9]([N+:14]([O-:16])=[O:15])[CH:10]=1)[N:7]=[CH:6][CH:5]=[C:4]2[CH3:17]. Procedure: To a mechanically stirred mixture of 5-hydroxy-6-methoxy-4-methyl-8-nitroquinoline (WRAIR; 5.67 g, 0.023 mol), 1-bromo-5-(2-thienyl) pentane from previous step a (5.32 g, 0.023 mol) and HMPA (40 ml), at 115°-120° C., was added dropwise, during 45 min, a solution of Et3N (5 ml) and propylene oxide (10 ml). The mixture was heated at 115°-120° C. for 5 hr, allowed to cool and extracted with a solution of pet. ether (20°-40° C.) and Et2O (1:1 v/v, 200 ml). The extract was washed with 10% NaOH soluti... The reactants are [I-].[K+] (potassium iodide), O1CCCC1 (tetrahydrofuran), ClC=1C=CC2=C(C(=NCC=3N2C(=NN3)CCl)C3=C(C=CC=C3)Cl)C1 (8-chloro-1-(chloromethyl)-6-(o-chlorophenyl)-4H-s-triazolo-[4,3-a][1,4]benzodiazepine), CNC1CC1 (methylcyclopropylamine). Yields the product ClC=1C=CC2=C(C(=NCC=3N2C(=NN3)CNCC3CC3)C3=C(C=CC=C3)Cl)C1 (8-chloro-1-[(cyclopropylmethylamino)methyl]-6-(o-chlorophenyl)-4H-s-triazolo-[4,3-a][1,4]benzodiazepine). As a reaction SMILES: [I-].[K+].[Cl:3][C:4]1[CH:5]=[CH:6][C:7]2[N:13]3[C:14]([CH2:17]Cl)=[N:15][N:16]=[C:12]3[CH2:11][N:10]=[C:9]([C:19]3[CH:24]=[CH:23][CH:22]=[CH:21][C:20]=3[Cl:25])[C:8]=2[CH:26]=1.C[NH:28]C1CC1.O1[CH2:36][CH2:35][CH2:34][CH2:33]1>>[Cl:3][C:4]1[CH:5]=[CH:6][C:7]2[N:13]3[C:14]([CH2:17][NH:28][CH2:33][CH:34]4[CH2:36][CH2:35]4)=[N:15][N:16]=[C:12]3[CH2:11][N:10]=[C:9]([C:19]3[CH:24]=[CH:23][CH:22]=[CH:21][C:20]=3[Cl:25])[C:8]=2[CH:26]=1 |f:0.1|. Procedure: In the manner given in Example 2, potassium iodide, 8-chloro-1-(chloromethyl)-6-(o-chlorophenyl)-4H-s-triazolo-[4,3-a][1,4]benzodiazepine in tetrahydrofuran is treated with methylcyclopropylamine to give 8-chloro-1-[(cyclopropylmethylamino)methyl]-6-(o-chlorophenyl)-4H-s-triazolo-[4,3-a][1,4]benzodiazepine. Starting materials: ClC=1C=CC2=C(C(=NCCN2)C2=C(C=CC=C2)Cl)C1 (7-chloro-5-(o-chlorophenyl)-2,3-dihydro-1H-1,4-benzodiazepine), ClCCC(=O)N=C=S (3-chloropropionylisothiocyanate), resultant solution. Solvent: O1CCCC1 (tetrahydrofuran). Product: ClC=1C=CC2=C(C(=NCCN2C=2SCCC(N2)=O)C2=C(C=CC=C2)Cl)C1 (7-chloro-5-(o-chlorophenyl)-2,3-dihydro-1-(5,6-dihydro-4-oxo-4H-1,3-thiazin-2-yl)-1H-1,4-benzodiazepine). As a reaction SMILES: [Cl:1][C:2]1[CH:3]=[CH:4][C:5]2[NH:11][CH2:10][CH2:9][N:8]=[C:7]([C:12]3[CH:17]=[CH:16][CH:15]=[CH:14][C:13]=3[Cl:18])[C:6]=2[CH:19]=1.Cl[CH2:21][CH2:22][C:23]([N:25]=[C:26]=[S:27])=[O:24]>O1CCCC1>[Cl:1][C:2]1[CH:3]=[CH:4][C:5]2[N:11]([C:26]3[S:27][CH2:21][CH2:22][C:23](=[O:24])[N:25]=3)[CH2:10][CH2:9][N:8]=[C:7]([C:12]3[CH:17]=[CH:16][CH:15]=[CH:14][C:13]=3[Cl:18])[C:6]=2[CH:19]=1. Reported procedure: 5 Parts of 7-chloro-5-(o-chlorophenyl)-2,3-dihydro-1H-1,4-benzodiazepine and 12 parts of 3-chloropropionylisothiocyanate is dissolved in 100 parts by volume of tetrahydrofuran and the resultant solution refluxed for about 18 hours. The reaction mixture is then cooled to ambient temperature and filtered. The solvent is removed from the filtrate and the residue crystallized from a mixture of methylene chloride and hexane to afford 7-chloro-5-(o-chlorophenyl)-2,3-dihydro-1-(5,6-dihydro-4-oxo-4H-1,3... Reactants: O=C1NC=2C=CC=CC2C2=C1NC=C2C(=O)O (4-oxo-4,5-dihydro-3H-pyrrolo[2,3-c]quinoline-1-carboxylic acid), NC1=CC=CC=C1 (aniline). The solvent is C(C)OCC (diethyl ether). Product: C1(=CC=CC=C1)NC(=O)C1=CNC=2C(NC=3C=CC=CC3C21)=O (N-(phenyl)-4-oxo-4,5-dihydro-3H -pyrrolo[2,3-c]quinoline-1-carboxamide). The yield is 45.0%. RXN SMILES: [O:1]=[C:2]1[C:11]2[NH:12][CH:13]=[C:14]([C:15]([OH:17])=O)[C:10]=2[C:9]2[CH:8]=[CH:7][CH:6]=[CH:5][C:4]=2[NH:3]1.[NH2:18][C:19]1[CH:24]=[CH:23][CH:22]=[CH:21][CH:20]=1>C(OCC)C>[C:19]1([NH:18][C:15]([C:14]2[C:10]3[C:9]4[CH:8]=[CH:7][CH:6]=[CH:5][C:4]=4[NH:3][C:2](=[O:1])[C:11]=3[NH:12][CH:13]=2)=[O:17])[CH:24]=[CH:23][CH:22]=[CH:21][CH:20]=1. Reported procedure: This compound is prepared according to synthesis 79 from 75 mg (0.33 mmol) of 4-oxo-4,5-dihydro-3H-pyrrolo[2,3-c]quinoline-1-carboxylic acid (synthesis 75) and 33 μL (0.36 mmol) of aniline. After trituration in diethyl ether, 45 mg (45%) of N-(phenyl)-4-oxo-4,5-dihydro-3H -pyrrolo[2,3-c]quinoline-1-carboxamide is obtained in the form of a light brown solid. Isolated yield 94.7%. Run at time 180 second. The reagents and catalysts are C=1C=CC(=CC1)[P](C=2C=CC=CC2)(C=3C=CC=CC3)[Pd]([P](C=4C=CC=CC4)(C=5C=CC=CC5)C=6C=CC=CC6)([P](C=7C=CC=CC7)(C=8C=CC=CC8)C=9C=CC=CC9)[P](C=1C=CC=CC1)(C=1C=CC=CC1)C=1C=CC=CC1 (Tetrakis(triphenylphosphine)palladium), [Cu](I)I (Copper Iodide). Product: C(#CCCCC)C1=CC=CC(=N1)CON=C(C1=CC=CC=C1)C1=NN=NN1C (N-{[6-(hex-1-yn-1-yl)pyridin-2-yl]methoxy}-1-(1-methyl-1H-tetrazol-5-yl)-1-phenylmethanimine). Procedure details: To a stirred solution of N-[(6-bromopyridin-2-yl)methoxy]-1-(1-methyl-1H-tetrazol-5-yl)-1-phenylmethanimine (0.20 g, 0.536 mmol, 1 eq.) in 2 ml dry THF “degassed” with N2, was added hexyne (0.176 g, 2.14 mmol, 4 eq.) followed by N-ethyldiisopropylamine (0.361 g, 2.79 mmol, 4 eq.), Copper Iodide (0.031 g, 0.161 mmol, 0.3 eq.) and Tetrakis(triphenylphosphine)palladium (0.186 g, 0.161 mmol, 0.3 eq.). The reaction was microwaved 120° C./normal/fixed hold/pre stir 100 s for 180 s. The reaction was di... Reactants: BrC1=CC=CC(=N1)CON=C(C1=CC=CC=C1)C1=NN=NN1C (N-[(6-bromopyridin-2-yl)methoxy]-1-(1-methyl-1H-tetrazol-5-yl)-1-phenylmethanimine), N#N (N2), C(C)N(C(C)C)C(C)C (N-ethyldiisopropylamine), C#CCCCC (hexyne). The solvent is C1CCOC1 (THF), CCOC(=O)C (EtOAc). RXN SMILES: Br[C:2]1[N:7]=[C:6]([CH2:8][O:9][N:10]=[C:11]([C:18]2[N:22]([CH3:23])[N:21]=[N:20][N:19]=2)[C:12]2[CH:17]=[CH:16][CH:15]=[CH:14][CH:13]=2)[CH:5]=[CH:4][CH:3]=1.N#N.[CH:26]#[C:27][CH2:28][CH2:29][CH2:30][CH3:31].C(N(C(C)C)C(C)C)C>C1COCC1.CCOC(C)=O.[Cu](I)I.C1C=CC([P]([Pd]([P](C2C=CC=CC=2)(C2C=CC=CC=2)C2C=CC=CC=2)([P](C2C=CC=CC=2)(C2C=CC=CC=2)C2C=CC=CC=2)[P](C2C=CC=CC=2)(C2C=CC=CC=2)C2C=CC=CC=2)(C2C=CC=CC=2)C2C=CC=CC=2)=CC=1>[C:26]([C:2]1[N:7]=[C:6]([CH2:8][O:9][N:10]=[C:11]([C:18]2[N:22]([CH3:23])[N:21]=[N:20][N:19]=2)[C:12]2[CH:17]=[CH:16][CH:15]=[CH:14][CH:13]=2)[CH:5]=[CH:4][CH:3]=1)#[C:27][CH2:28][CH2:29][CH2:30][CH3:31] |^1:58,60,79,98|.